From a dataset of the Open Reaction Database (ORD), a public repository of structured organic reaction records. describe an organic reaction: reactants, conditions, products, and yield Reactants: ClS(=O)(=O)N=C=O (Chlorosulfonyl isocyanate), BrC1=C(C=CC(=C1)C)N1C=CC=C1 (1-(2-bromo-4-methylphenyl)pyrrole), Cl (hydrochloric acid), CN(C=O)C (dimethylformamide). The solvent is C(Cl)Cl (methylene chloride), C(Cl)Cl (methylene chloride). Run at temperature -20 celsius, time 1.5 hour. The product is BrC1=C(C=CC(=C1)C)N1C(=CC=C1)C#N (1-(2-bromo-4-methylphenyl)pyrrole-2-carbonitrile). RXN SMILES: ClS([N:5]=[C:6]=O)(=O)=O.[Br:8][C:9]1[CH:14]=[C:13]([CH3:15])[CH:12]=[CH:11][C:10]=1[N:16]1[CH:20]=[CH:19][CH:18]=[CH:17]1.CN(C)C=O.Cl>C(Cl)Cl>[Br:8][C:9]1[CH:14]=[C:13]([CH3:15])[CH:12]=[CH:11][C:10]=1[N:16]1[CH:20]=[CH:19][CH:18]=[C:17]1[C:6]#[N:5]. Procedure details: Chlorosulfonyl isocyanate (1.2 ml) in methylene chloride (12 ml) was added dropwise to a stirred solution of 1-(2-bromo-4-methylphenyl)pyrrole (2.5 g) in methylene chloride (25 ml) kept about -20° C. under nitrogen atmosphere. The reaction mixture was stirred at -20° C. for 30 minutes and at room temperature for 1.5 hours, and then was added dropwise dimethylformamide (1.7 ml) keeping at about -20° C. The reaction mixture was stirred at -20° C. for 30 minutes and at room temperature for an hour.... Reactants: Clc1nc(Nc2cc[nH]n2)cc2ccccc12, Oc1ccccc1. Product: c1ccc(Oc2nc(Nc3cc[nH]n3)cc3ccccc23)cc1. Reaction SMILES: [Cl:1][c:2]1[n:3][c:4]([NH:12][c:13]2[n:14][nH:15][cH:16][cH:17]2)[cH:5][c:6]2[cH:7][cH:8][cH:9][cH:10][c:11]12.[OH:18][c:19]1[cH:20][cH:21][cH:22][cH:23][cH:24]1>>[c:2]1([O:18][c:19]2[cH:20][cH:21][cH:22][cH:23][cH:24]2)[n:3][c:4]([NH:12][c:13]2[n:14][nH:15][cH:16][cH:17]2)[cH:5][c:6]2[cH:7][cH:8][cH:9][cH:10][c:11]12. Starting materials: O (water), FC(C(C(=O)O)(C)O)(F)F (3,3,3-trifluoro-2-hydroxy-2-methylpropanoic acid), NC1=CC=C(C=C1)C(C1=C(C(=CC=C1)F)F)=O (4'-Amino-2,3-difluorobenzophenone), S(=O)(Cl)Cl (thionyl chloride). Run in CN(C(C)=O)C (N,N-dimethylacetamide). Reaction conditions: time 1 hour. The product is FC1=C(C=CC=C1F)C(=O)C1=CC=C(C=C1)NC(C(C(F)(F)F)(C)O)=O (N-[4-(2,3-Difluorophenylcarbonyl)phenyl]-3,3,3-trifluoro-2-hydroxy-2-methylpropanamide). Isolated yield 70.4%. RXN SMILES: [F:1][C:2]([F:10])([F:9])[C:3]([OH:8])([CH3:7])[C:4](O)=[O:5].S(Cl)(Cl)=O.[NH2:15][C:16]1[CH:21]=[CH:20][C:19]([C:22](=[O:31])[C:23]2[CH:28]=[CH:27][CH:26]=[C:25]([F:29])[C:24]=2[F:30])=[CH:18][CH:17]=1.O>CN(C)C(=O)C>[F:30][C:24]1[C:25]([F:29])=[CH:26][CH:27]=[CH:28][C:23]=1[C:22]([C:19]1[CH:18]=[CH:17][C:16]([NH:15][C:4](=[O:5])[C:3]([OH:8])([CH3:7])[C:2]([F:10])([F:9])[F:1])=[CH:21][CH:20]=1)=[O:31]. Procedure: To a stirred, cooled (-20° C.) solution of 3,3,3-trifluoro-2-hydroxy-2-methylpropanoic acid (1.02 g, 6.4 mmol) in N,N-dimethylacetamide (10 mL) was added thionyl chloride (0.77 g, 6.4 mmol) and the mixture stirred at -10° to -15° C. for 1 hour. 4'-Amino-2,3-difluorobenzophenone (1.00 g, 4.3 mmol) was added in one portion and the reaction mixture stirred at room temperature overnight. The mixture was poured into water and the aqueous solution extracted with methylene chloride (2×50 mL). The combi... Starting materials: ClC=1N=C(C2=C(N1)C=C(S2)CN2CCC1(OCCO1)CC2)N2CCOCC2 (8-(2-chloro-4-morpholin-4-yl-thieno[3,2-d]pyrimidin-6-ylmethyl)-1,4-dioxa-8-aza-spiro[4.5]decane), C(C)(C)(C)OC(=O)N1CCC2CNCCC21 (octahydro-pyrrolo[3,2-c]pyridine-1-carboxylic acid tert-butyl ester). Product: C(C)(C)(C)OC(=O)N1CCC2CN(CCC21)CC2=CC=1N=C(N=C(C1S2)N2CCOCC2)Cl (5-(2-Chloro-4-morpholin-4-yl-thieno[3,2-d]pyrimidin-6-ylmethyl)-octahydro-pyrrolo[3,2-c]pyridine-1-carboxylic acid tert-butyl ester), solid. Yield: 90.0%. As a reaction SMILES: [Cl:1][C:2]1[N:3]=[C:4]([N:22]2[CH2:27][CH2:26][O:25][CH2:24][CH2:23]2)[C:5]2[S:10][C:9]([CH2:11][N:12]3[CH2:21][CH2:20][C:15]4(OCCO4)[CH2:14][CH2:13]3)=[CH:8][C:6]=2[N:7]=1.[C:28]([O:32][C:33]([N:35]1C2C(CNCC2)[CH2:37][CH2:36]1)=[O:34])([CH3:31])([CH3:30])[CH3:29]>>[C:28]([O:32][C:33]([N:35]1[CH:15]2[CH:14]([CH2:13][N:12]([CH2:11][C:9]3[S:10][C:5]4[C:4]([N:22]5[CH2:23][CH2:24][O:25][CH2:26][CH2:27]5)=[N:3][C:2]([Cl:1])=[N:7][C:6]=4[CH:8]=3)[CH2:21][CH2:20]2)[CH2:37][CH2:36]1)=[O:34])([CH3:31])([CH3:30])[CH3:29]. Reported procedure: Prepared according to the method used in the preparation of 8-(2-chloro-4-morpholin-4-yl-thieno[3,2-d]pyrimidin-6-ylmethyl)-1,4-dioxa-8-aza-spiro[4.5]decane using octahydro-pyrrolo[3,2-c]pyridine-1-carboxylic acid tert-butyl ester in place of 1,4-dioxa-8-aza-spiro[4.5]decane. The title compound was obtained as white solid (153 mg, 90%). The reactants are COCC(C)N (2-methoxy-1-methyl-ethylamine), CCN(C(C)C)C(C)C (Hunig's base), ClC1=NC=CC(=C1[N+](=O)[O-])C1=C(C=C(C=C1)Cl)Cl (2-Chloro-4-(2,4-dichloro-phenyl)-3-nitro-pyridine). The solvent is C(C)#N (acetonitrile). Yields the product ClC1=C(C=CC(=C1)Cl)C1=C(C(=NC=C1)NC(COC)C)[N+](=O)[O-] ([4-(2,4-dichloro-phenyl)-3-nitro-pyridin-2-yl]-(2-methoxy-1-methyl-ethyl)-amine). Yield: 85.1%. RXN SMILES: Cl[C:2]1[C:7]([N+:8]([O-:10])=[O:9])=[C:6]([C:11]2[CH:16]=[CH:15][C:14]([Cl:17])=[CH:13][C:12]=2[Cl:18])[CH:5]=[CH:4][N:3]=1.[CH3:19][O:20][CH2:21][CH:22]([NH2:24])[CH3:23].CCN(C(C)C)C(C)C>C(#N)C>[Cl:18][C:12]1[CH:13]=[C:14]([Cl:17])[CH:15]=[CH:16][C:11]=1[C:6]1[CH:5]=[CH:4][N:3]=[C:2]([NH:24][CH:22]([CH3:23])[CH2:21][O:20][CH3:19])[C:7]=1[N+:8]([O-:10])=[O:9]. Procedure details: 2-Chloro-4-(2,4-dichloro-phenyl)-3-nitro-pyridine (0.20 g, 0.66 mmol) was dissolved in acetonitrile (20 mL), followed by the addition of 2-methoxy-1-methyl-ethylamine (0.12 g, 1.32 mmol) and Hunig's base (0.037 g, 0.29 mmol). The reaction was stirred at reflux for 64 h. The solution was cooled to room temperature and extracted with EtOAc/H2O. The organic layer was washed with brine, dried (Na2SO4), filtered, and concentrated to yield 0.20 g (87%) of [4-(2,4-dichloro-phenyl)-3-nitro-pyridin-2-yl]... Starting materials: C1(=CC=CC=C1)OC(NC=1C(=NC=CC1)OC)=O (Phenyl-N-(2-methoxypyridin-3-yl)carbamate), C1(=CC=CC=C1)N1CCNCC1 (1-phenylpiperazine). Yields the product COC1=NC=CC=C1NC(=O)N1CCN(CC1)C1=CC=CC=C1 (1-[(2-methoxypyridin-3-yl)aminocarbonyl]-4-phenylpiperazine). Isolated yield 88.0%. RXN SMILES: C1(O[C:8](=[O:18])[NH:9][C:10]2[C:11]([O:16][CH3:17])=[N:12][CH:13]=[CH:14][CH:15]=2)C=CC=CC=1.[C:19]1([N:25]2[CH2:30][CH2:29][NH:28][CH2:27][CH2:26]2)[CH:24]=[CH:23][CH:22]=[CH:21][CH:20]=1>>[CH3:17][O:16][C:11]1[C:10]([NH:9][C:8]([N:28]2[CH2:29][CH2:30][N:25]([C:19]3[CH:24]=[CH:23][CH:22]=[CH:21][CH:20]=3)[CH2:26][CH2:27]2)=[O:18])=[CH:15][CH:14]=[CH:13][N:12]=1. Procedure: Phenyl-N-(2-methoxypyridin-3-yl)carbamate and 1-phenylpiperazine were reacted by the same way with the example 1 to obtain the titled compound. The reactants are CC(=O)Cl, CCOC(C)=O, ClCCl, COc1cc(F)ccc1O, c1ccncc1. Product: COc1cc(F)ccc1OC(C)=O. Reaction SMILES: [CH3:17][C:18]([Cl:19])=[O:20].[CH3:24][CH2:25][O:26][C:27]([CH3:28])=[O:29].[Cl:21][CH2:22][Cl:23].[F:1][c:2]1[cH:3][c:4]([O:9][CH3:10])[c:5]([OH:8])[cH:6][cH:7]1.[cH:11]1[cH:12][cH:13][n:14][cH:15][cH:16]1>>[F:1][c:2]1[cH:3][c:4]([O:9][CH3:10])[c:5]([O:8][C:18]([CH3:17])=[O:20])[cH:6][cH:7]1. Starting materials: C(C)(=O)NC(CCC1N(CC2=CC=CC=C2C1)C(=O)OC(C)(C)C)(CCCCB1OC(C(O1)(C)C)(C)C)C(NC(C)(C)C)=O (tert-butyl 3-(3-acetamido-3-(tert-butylcarbamoyl)-7-(4,4,5,5-tetramethyl-1,3,2-dioxaborolan-2-yl)heptyl)-3,4-dihydroisoquinoline-2(1H)-carboxylate), Cl (HCl). Solvent: C(C)(=O)OCC (ethyl acetate), C(C)(=O)OCC (ethyl acetate). Run at time 30 minute. Yields the product C(C)(=O)NC(C(=O)NC(C)(C)C)(CCCCB1OC(C(O1)(C)C)(C)C)CCC1NCC2=CC=CC=C2C1 (2-acetamido-N-tert-butyl-2-(2-(1,2,3,4-tetrahydroisoquinolin-3-yl)ethyl)-6-(4,4,5,5-tetramethyl-1,3,2-dioxaborolan-2-yl)hexanamide). RXN SMILES: [C:1]([NH:4][C:5]([C:38](=[O:44])[NH:39][C:40]([CH3:43])([CH3:42])[CH3:41])([CH2:25][CH2:26][CH2:27][CH2:28][B:29]1[O:33][C:32]([CH3:35])([CH3:34])[C:31]([CH3:37])([CH3:36])[O:30]1)[CH2:6][CH2:7][CH:8]1[CH2:17][C:16]2[C:11](=[CH:12][CH:13]=[CH:14][CH:15]=2)[CH2:10][N:9]1C(OC(C)(C)C)=O)(=[O:3])[CH3:2].Cl>C(OCC)(=O)C>[C:1]([NH:4][C:5]([CH2:6][CH2:7][CH:8]1[CH2:17][C:16]2[C:11](=[CH:12][CH:13]=[CH:14][CH:15]=2)[CH2:10][NH:9]1)([CH2:25][CH2:26][CH2:27][CH2:28][B:29]1[O:30][C:31]([CH3:36])([CH3:37])[C:32]([CH3:34])([CH3:35])[O:33]1)[C:38]([NH:39][C:40]([CH3:41])([CH3:42])[CH3:43])=[O:44])(=[O:3])[CH3:2]. Procedure: A solution of tert-butyl 3-(3-acetamido-3-(tert-butylcarbamoyl)-7-(4,4,5,5-tetramethyl-1,3,2-dioxaborolan-2-yl)heptyl)-3,4-dihydroisoquinoline-2(1H)-carboxylate in ethyl acetate was treated with a solution of HCl (g) in ethyl acetate (approximately 2 M). After stirring for 30 min the reaction was concentrated to dryness and the crude hydrochloride product was used without further purification. Reactants: COC(C)(C)C, C[O-], Cl, CCOC(=O)C(F)(F)F, [Na+], CC(=O)c1ccc(-c2ccco2)c(C)c1. Product: Cc1cc(C(=O)CC(=O)C(F)(F)F)ccc1-c1ccco1. As a reaction SMILES: [C:29]([O:30][CH3:31])([CH3:32])([CH3:33])[CH3:34].[CH3:10][O-:11].[ClH:28].[F:1][C:2]([C:3]([O:5][CH2:4][CH3:6])=[O:7])([F:8])[F:9].[Na+:12].[o:13]1[c:14](-[c:18]2[c:19]([CH3:27])[cH:20][c:21]([C:24]([CH3:25])=[O:26])[cH:22][cH:23]2)[cH:15][cH:16][cH:17]1>>[F:1][C:2]([C:3](=[O:5])[CH2:25][C:24]([c:21]1[cH:20][c:19]([CH3:27])[c:18](-[c:14]2[o:13][cH:17][cH:16][cH:15]2)[cH:23][cH:22]1)=[O:26])([F:8])[F:9]. Reactants: C(#N)CC(=O)OCC (ethyl cyanoacetate), [H-].[Na+] (Sodium hydride), Cl (hydrochloric acid), C(C)OCC (Diethyl ether), C(C)C1=C(C=CC=C1)I (2-Ethyl iodobenzene). Reagents/catalysts: [Cu]I (copper (I) iodide). Run in CN(C=O)C (N,N-dimethylformamide), CN(C=O)C (N,N-dimethylformamide). Run at temperature 95 celsius, time 10 minute. Yields the product C(C)OC(C(C1=C(C=CC=C1)CC)(C#N)CC)=O (ethyl cyano(2-ethylphenyl) acetic acid ethyl ester). Isolated yield 50.0%. As a reaction SMILES: [H-].[Na+].[C:3]([CH2:5][C:6]([O:8][CH2:9][CH3:10])=[O:7])#[N:4].[CH2:11]([C:13]1[CH:18]=[CH:17][CH:16]=[CH:15][C:14]=1I)[CH3:12].Cl.[CH2:21](OCC)[CH3:22]>CN(C)C=O.[Cu]I>[CH2:9]([O:8][C:6](=[O:7])[C:5]([CH2:21][CH3:22])([C:3]#[N:4])[C:14]1[CH:15]=[CH:16][CH:17]=[CH:18][C:13]=1[CH2:11][CH3:12])[CH3:10] |f:0.1|. Reported procedure: Sodium hydride, as a 60% mineral oil dispersion (240 mg, 6 mmol) was introduced into a dry round bottomed flask and dry N,N-dimethylformamide (12 ml) was added thereto. The flask was stoppered with a serum cap and flushed with argon. A solution of ethyl cyanoacetate (679 mg, 6 mmol) in N,N-dimethylformamide (3 ml) was added dropwise to the stirred slurry and the reaction was stirred for 10 minutes after the addition was complete. 2-Ethyl iodobenzene was then added in one portion, followed by cop...